Dataset: the Open Reaction Database (ORD), a public repository of structured organic reaction records. Task: describe an organic reaction: reactants, conditions, products, and yield Starting materials: C1(CCC1)=O (cyclobutanone), CrO3 oxalic acid, C1(CCC1)O (cyclobutanol), C1(CCC1)=O (cyclobutanone). The solvent is Cl (hydrochloric acid). Yields the product C1(CCC1)O (cyclobutanol), C1(CC1)CO (cyclopropylmethanol). RXN SMILES: [CH:1]1([OH:5])[CH2:4][CH2:3][CH2:2]1.[C:6]1(=[O:10])[CH2:9][CH2:8][CH2:7]1>Cl>[CH:1]1([OH:5])[CH2:4][CH2:3][CH2:2]1.[CH:9]1([CH2:6][OH:10])[CH2:7][CH2:8]1. Reported procedure: The processes so far described for the oxidation of cyclobutanol to cyclobutanone use customary oxidizing agents in organic synthesis. A comparison of the existing oxidation methods is given in DE 199 10 464. In general, these are oxidations carried out in homogeneous systems from which the desired cyclobutanone first has to be isolated by extraction or the like. These processes generally lead to large amounts of waste and also to high burdens of toxic reagents, for example when using CrO3/oxali... The reactants are [Al+3], CCOCC(=O)Nc1ccc2c(c1)C(C)(C)CCC2(C)C, [H-], [H-], [H-], [H-], [Li+], [Mg+2], [Na+], O=S(=O)([O-])[O-], [OH-], O. Product: CCOCCNc1ccc2c(c1)C(C)(C)CCC2(C)C. As a reaction SMILES: [Al+3:23].[CH2:1]([CH3:2])[O:3][CH2:4][C:5](=[O:6])[NH:7][c:8]1[cH:9][c:10]2[c:15]([cH:16][cH:17]1)[C:14]([CH3:18])([CH3:19])[CH2:13][CH2:12][C:11]2([CH3:20])[CH3:21].[H-:22].[H-:25].[H-:26].[H-:27].[Li+:24].[Mg+2:30].[Na+:29].[O-:31][S:32]([O-:33])(=[O:34])=[O:35].[OH-:28].[OH2:36]>>[CH2:1]([CH3:2])[O:3][CH2:4][CH2:5][NH:7][c:8]1[cH:9][c:10]2[c:15]([cH:16][cH:17]1)[C:14]([CH3:18])([CH3:19])[CH2:13][CH2:12][C:11]2([CH3:20])[CH3:21]. Reactants: BrCC1=CC=C(C=C1)C=1OC2=C(N1)C=CC=C2C(=O)OC (methyl 2-(4-(bromomethyl)phenyl)benzo[d]oxazole-7-carboxylate), CN (methylamine). The solvent is CO (methanol). Run at time 1 hour. The product is CNCC1=CC=C(C=C1)C=1OC2=C(N1)C=CC=C2C(=O)OC (methyl 2-(4-((methylamino)methyl)phenyl)benzo[d]oxazole-7-carboxylate). Yield: 42.0%. RXN SMILES: Br[CH2:2][C:3]1[CH:8]=[CH:7][C:6]([C:9]2[O:10][C:11]3[C:17]([C:18]([O:20][CH3:21])=[O:19])=[CH:16][CH:15]=[CH:14][C:12]=3[N:13]=2)=[CH:5][CH:4]=1.[CH3:22][NH2:23]>CO>[CH3:22][NH:23][CH2:2][C:3]1[CH:8]=[CH:7][C:6]([C:9]2[O:10][C:11]3[C:17]([C:18]([O:20][CH3:21])=[O:19])=[CH:16][CH:15]=[CH:14][C:12]=3[N:13]=2)=[CH:5][CH:4]=1. Procedure details: To the solution of methyl 2-(4-(bromomethyl)phenyl)benzo[d]oxazole-7-carboxylate (500 mg, 1.4 mmol in methanol (10 mL), was added methylamine solution (4 mL), and the resulting mixture was stirred at room temperature for 1 hr, then heated to 30° C. for 30 min. Then the solvent was evaporated and purified by pre-HPLC to obtain methyl 2-(4-((methylamino)methyl)phenyl)benzo[d]oxazole-7-carboxylate (as TFA salt, 90 mg, yield 42%). LC-MS (ESI) m/z 297 [M+1]+. The reactants are NC=1C(=NC=NC1NC)Cl (5-amino-4-chloro-6-methylaminopyrimidine), C(OCC)(OCC)OCC (triethyl orthoformate), Cl (HCl), resultant mixture. Yields the product ClC1=C2N=CN(C2=NC=N1)C (6-chloro-9-methylpurine). RXN SMILES: [NH2:1][C:2]1[C:3]([Cl:10])=[N:4][CH:5]=[N:6][C:7]=1[NH:8][CH3:9].Cl.[CH:12](OCC)(OCC)OCC>>[Cl:10][C:3]1[N:4]=[CH:5][N:6]=[C:7]2[C:2]=1[N:1]=[CH:9][N:8]2[CH3:12]. Procedure: To 5.0 g (31 mmol) of 5-amino-4-chloro-6-methylaminopyrimidine suspended in 200 ml of triethyl orthoformate was added 2.6 ml of concentrated HCl and the resultant mixture stirred overnight at room temperature (r.t.). The white precipitate was then collected, washed with ether which was then combined with the orthoformate which was concentrated to give pure 6-chloro-9-methylpurine by tlc (thin layer chromatography) (silica, 90:10 CHCl3 :CH3OH). The filtered solid was returned to 150 ml ethyl orth... The reactants are BrC=1C=CC(=NC1)OC (5-bromo-2-methoxypyridine), [K+].[Br-] (KBr), [N+](=O)([O-])C1=C(C=O)C=CC=C1 (2-nitrobenzaldehyde), C(CCC)[Li] (n-Butyllithium). The solvent is O1CCCC1 (tetrahydrofuran), ethyl acetate petroleum ether, O1CCCC1 (tetrahydrofuran), CCCCCC (hexane). Reaction conditions: temperature -85 celsius. Yields the product [N+](=O)([O-])C1=C(C=CC=C1)C(O)C=1C=NC(=CC1)OC ((2-Nitrophenyl)-(6-methoxypyridin-3-yl)methanol). Reaction SMILES: C([Li])CCC.Br[C:7]1[CH:8]=[CH:9][C:10]([O:13][CH3:14])=[N:11][CH:12]=1.[N+:15]([C:18]1[CH:25]=[CH:24][CH:23]=[CH:22][C:19]=1[CH:20]=[O:21])([O-:17])=[O:16].[K+].[Br-]>O1CCCC1.CCCCCC>[N+:15]([C:18]1[CH:25]=[CH:24][CH:23]=[CH:22][C:19]=1[CH:20]([C:7]1[CH:12]=[N:11][C:10]([O:13][CH3:14])=[CH:9][CH:8]=1)[OH:21])([O-:17])=[O:16] |f:3.4|. Procedure: n-Butyllithium (6.7 ml of a 1.6M hexane solution) was added dropwise to a stirred, cooled (-100° C.) solution of 5-bromo-2-methoxypyridine (2.0 g, Eur. J. Med. Chem. 1977, 12, 531) in anhydrous tetrahydrofuran (60 ml), under a nitrogen atmosphere. After 20 minutes a solution of 2-nitrobenzaldehyde (1.61 g) in anhydrous tetrahydrofuran (30 ml)was added dropwise and the reaction mixture was stirred whilst maintaining the temperature between -90° and -100° C. for 2 hours. The reaction mixture was w... Reactants: C(C1=CC=CC=C1)OCCOCCC(=O)OCC (ethyl 3-(2-benzyloxy-ethoxy)-propionate). The reagents and catalysts are [Pd] (palladium charcoal). Run in C(C)O (ethanol). The product is OCCOCCC(=O)OCC (ethyl 3-(2-hydroxy-ethoxy)-propionate). As a reaction SMILES: C([O:8][CH2:9][CH2:10][O:11][CH2:12][CH2:13][C:14]([O:16][CH2:17][CH3:18])=[O:15])C1C=CC=CC=1>C(O)C.[Pd]>[OH:8][CH2:9][CH2:10][O:11][CH2:12][CH2:13][C:14]([O:16][CH2:17][CH3:18])=[O:15]. Procedure details: 3.73 g (14.8 mmol) ethyl 3-(2-benzyloxy-ethoxy)-propionate are hydrogenated together with 665 mg 10% palladium charcoal in 70 ml of ethanol for 44 minutes at ambient temperature under a hydrogen atmosphere at 3 bar. Then the mixture is suction filtered and the filtrate is evaporated down i. vac.